This data is from the Open Reaction Database (ORD), a public repository of structured organic reaction records. The task is: describe an organic reaction: reactants, conditions, products, and yield The reactants are [Ag+], Br[Ag], COc1ccc(C(=O)c2[nH]c(=O)[nH]c2CBr)cc1, CC(=O)[O-], CC(=O)O. Product: COc1ccc(C(=O)c2[nH]c(=O)[nH]c2COC(C)=O)cc1. Reaction SMILES: [Ag+:27].[Ag:28][Br:29].[Br:1][CH2:2][c:3]1[c:4]([C:9]([c:10]2[cH:11][cH:12][c:13]([O:16][CH3:17])[cH:14][cH:15]2)=[O:18])[nH:5][c:6](=[O:8])[nH:7]1.[C:23]([O-:24])(=[O:25])[CH3:26].[CH3:19][C:20]([OH:21])=[O:22]>>[CH2:2]([c:3]1[c:4]([C:9]([c:10]2[cH:11][cH:12][c:13]([O:16][CH3:17])[cH:14][cH:15]2)=[O:18])[nH:5][c:6](=[O:8])[nH:7]1)[O:22][C:20]([CH3:19])=[O:21].